Dataset: the Open Reaction Database (ORD), a public repository of structured organic reaction records. Task: describe an organic reaction: reactants, conditions, products, and yield The reactants are [OH-].[Na+] (sodium hydroxide), O (H2O), ClC=1C=C(N(C1C(C1=CC=C(C=C1)S(=O)C)=O)C)CC#N (4-chloro-1-methyl-5-(p-methylsulfinylbenzoyl)-pyrrole-2-acetonitrile), O (water). Run in C(C)O (ethanol). The product is ClC=1C=C(N(C1C(C1=CC=C(C=C1)S(=O)C)=O)C)CC(=O)O (4-chloro-1-methyl-5-(p-methylsulfinylbenzoyl)-pyrrole-2-acetic acid). As a reaction SMILES: [Cl:1][C:2]1[CH:3]=[C:4]([CH2:19][C:20]#N)[N:5]([CH3:18])[C:6]=1[C:7](=[O:17])[C:8]1[CH:13]=[CH:12][C:11]([S:14]([CH3:16])=[O:15])=[CH:10][CH:9]=1.[OH-:22].[Na+].[OH2:24]>C(O)C>[Cl:1][C:2]1[CH:3]=[C:4]([CH2:19][C:20]([OH:24])=[O:22])[N:5]([CH3:18])[C:6]=1[C:7](=[O:17])[C:8]1[CH:13]=[CH:12][C:11]([S:14]([CH3:16])=[O:15])=[CH:10][CH:9]=1 |f:1.2|. Procedure details: A suspension of 0.50 g of 4-chloro-1-methyl-5-(p-methylsulfinylbenzoyl)-pyrrole-2-acetonitrile from Example XLV is stirred and refluxed in a solution of 0.13 g sodium hydroxide in 2 ml H2O and 2 ml 95% ethanol for 2 hours. The whole is then poured into water and the resulting aqueous solution is washed with chloroform. The washed aqueous solution is then acidified to pH 1 with 3N HCl. The solid which precipitates is collected by filtration and is recrystallized from 10:1 chloroform: water to giv... Starting materials: C(C)(C)NC=1C(=CC=CC1)N (N1-isopropylbenzene-1,2-diamine), ClCC(=O)O (2-chloroacetic acid). The product is ClCC1=NC2=C(N1C(C)C)C=CC=C2 (2-(chloromethyl)-1-isopropyl-1H-benzo[d]imidazole). Isolated yield 38.0%. RXN SMILES: [CH:1]([NH:4][C:5]1[C:6]([NH2:11])=[CH:7][CH:8]=[CH:9][CH:10]=1)([CH3:3])[CH3:2].[Cl:12][CH2:13][C:14](O)=O>>[Cl:12][CH2:13][C:14]1[N:4]([CH:1]([CH3:3])[CH3:2])[C:5]2[CH:10]=[CH:9][CH:8]=[CH:7][C:6]=2[N:11]=1. Procedure: The title compound was prepared in accordance with the general method of Example 191(C), from N1-isopropylbenzene-1,2-diamine (3.88 g, 25.82 mmol) and 2-chloroacetic acid (3.70 g, 39 mmol). The crude residue was purified over silicagel chromatography (prepacked 85 g silicagel column, Cyclohexane/AcOEt: 70/30 as eluent) to afford 2.05 g of 2-(chloromethyl)-1-isopropyl-1H-benzo[d]imidazole (Yield: 38%) as a light brown oil. The reactants are CC1=NC(=C(C(=O)O)C=C1)N1N=CC=N1 (6-Methyl-2-[1,2,3]triazol-2-yl-nicotinic acid), BrC1=C(C2=C(OCO2)C=C1)C(=O)O (5-bromobenzo[1,3]dioxole-4-carboxylic acid), ClC1=C(C(=O)O)C=CC(=N1)C (2-chloro-6-methylnicotinic acid). Yields the product N=1N(N=CC1)C1=C(C2=C(OCO2)C=C1)C(=O)O (5-[1,2,3]Triazol-2-yl-benzo[1,3]dioxole-4-carboxylic acid). Reaction SMILES: [CH3:1][C:2]1[CH:10]=[CH:9][C:5]([C:6]([OH:8])=[O:7])=[C:4]([N:11]2[N:15]=[CH:14][CH:13]=[N:12]2)N=1.BrC1C=CC2[O:21][CH2:22][O:23]C=2C=1C(O)=O.ClC1N=C(C)C=CC=1C(O)=O>>[N:12]1[N:11]([C:4]2[CH:1]=[CH:2][C:10]3[O:21][CH2:22][O:23][C:9]=3[C:5]=2[C:6]([OH:8])=[O:7])[N:15]=[CH:14][CH:13]=1. Procedure details: The title compound was prepared in a manner analogous to Intermediate 70 substituting 5-bromobenzo[1,3]dioxole-4-carboxylic acid for 2-chloro-6-methylnicotinic acid. MS (ESI): mass calculated for C10H7N3O4, 233.18; m/z found 234.3 [M+H]+. 1H NMR (400 MHz, CD3OD): 7.85 (s, 2H), 7.23 (d, J=8.4 Hz, 1H), 7.04 (d, J=8.4 Hz, 1H), 6.16 (s, 2H). Reactants: FC(C1=NN(C(=C1)C(F)F)CC(=O)N1CCC(CC1)C1=CC=CC(=N1)C(=O)OCC)F (ethyl 6-(1-{[3,5-bis(difluoromethyl)-1H-pyrazol-1-yl]acetyl}piperidin-4-yl)pyridine-2-carboxylate), ice, O.[OH-].[Li+] (lithium hydroxide monohydrate). Run in O1CCCC1 (tetrahydrofuran), O (water). Conditions: time 1 hour. Yields the product FC(C1=NN(C(=C1)C(F)F)CC(=O)N1CCC(CC1)C1=CC=CC(=N1)C(=O)O)F (6-(1-{[3,5-Bis(difluoromethyl)-1H-pyrazol-1-yl]acetyl}piperidin-4-yl)pyridine-2-carboxylic acid). Reaction SMILES: [F:1][CH:2]([F:31])[C:3]1[CH:7]=[C:6]([CH:8]([F:10])[F:9])[N:5]([CH2:11][C:12]([N:14]2[CH2:19][CH2:18][CH:17]([C:20]3[N:25]=[C:24]([C:26]([O:28]CC)=[O:27])[CH:23]=[CH:22][CH:21]=3)[CH2:16][CH2:15]2)=[O:13])[N:4]=1.O.[OH-].[Li+]>O1CCCC1.O>[F:31][CH:2]([F:1])[C:3]1[CH:7]=[C:6]([CH:8]([F:9])[F:10])[N:5]([CH2:11][C:12]([N:14]2[CH2:19][CH2:18][CH:17]([C:20]3[N:25]=[C:24]([C:26]([OH:28])=[O:27])[CH:23]=[CH:22][CH:21]=3)[CH2:16][CH2:15]2)=[O:13])[N:4]=1 |f:1.2.3|. Procedure: To a solution of ethyl 6-(1-{[3,5-bis(difluoromethyl)-1H-pyrazol-1-yl]acetyl}piperidin-4-yl)pyridine-2-carboxylate (15.5 g) in tetrahydrofuran (160 ml) and water (40 ml) is added, at room temperature, lithium hydroxide monohydrate (1.99 g). The mixture is stirred at room temperature for 1 hour, and then ice-cold 1N HCl solution is added. The aqueous phase is extracted with ethyl acetate. The combined organic phases are dried over sodium sulphate and concentrated under reduced pressure. This give... The reactants are CN(C)CCNCCO, COC(=O)c1c([N+](=O)[O-])cccc1S(=O)(=O)Cl, C1CCOC1. The product is COC(=O)c1c([N+](=O)[O-])cccc1S(=O)(=O)N(CCO)CCN(C)C, Cl. Reaction SMILES: [CH3:1][N:2]([CH2:3][CH2:4][NH:5][CH2:6][CH2:7][OH:8])[CH3:9].[Cl:10][S:11](=[O:12])(=[O:13])[c:14]1[c:15]([C:16](=[O:17])[O:18][CH3:19])[c:20]([N+:24](=[O:25])[O-:26])[cH:21][cH:22][cH:23]1.[O:27]1[CH2:28][CH2:29][CH2:30][CH2:31]1>>[CH3:1][N:2]([CH2:3][CH2:4][N:5]([CH2:6][CH2:7][OH:8])[S:11](=[O:12])(=[O:13])[c:14]1[c:15]([C:16](=[O:17])[O:18][CH3:19])[c:20]([N+:24](=[O:25])[O-:26])[cH:21][cH:22][cH:23]1)[CH3:9].[ClH:10]. RXN SMILES: [CH3:1][O:2][C:3](=[O:14])[C:4]1[CH:13]=[CH:12][CH:11]=[C:6]([C:7]([O:9][CH3:10])=[O:8])[CH:5]=1.C(Cl)Cl.[N+:18]([O-])([OH:20])=[O:19].C(OCC)(=[O:24])C>>[OH:24][C:12]1[CH:13]=[C:4]([C:3]([O:2][CH3:1])=[O:14])[C:5]([N+:18]([O-:20])=[O:19])=[C:6]([CH:11]=1)[C:7]([O:9][CH3:10])=[O:8]. Product: OC=1C=C(C(=C(C(=O)OC)C1)[N+](=O)[O-])C(=O)OC (Dimethyl 5-hydroxy-2-nitroisophthalate). The reactants are COC(C1=CC(C(=O)OC)=CC=C1)=O (dimethylisophthalate), ice water, C(C)(=O)OCC (ethyl acetate), C(Cl)Cl (methylene chloride), [N+](=O)(O)[O-] (nitric acid). Procedure details: To a suspension of 60 g. of dimethylisophthalate in 600 ml. of methylene chloride are added 200 ml. of concentrated nitric acid, and the mixture is rapidly stirred at room temperature for about 45 min. After this time, 300 ml. of ice water are added, followed by 700 ml. of ethyl acetate. The organic layer is separated, washed with two portions of saturated brine, and dried over anhydrous sodium sulfate. The solvent is removed under reduced pressure, leaving a sticky solid which is triturated wit... Reactants: solution, C(C)OC(C(O)C1=CC(=C(C=C1)Cl)[N+](=O)[O-])=O (ethyl(4-chloro-3-nitrophenyl)(hydroxy)acetate), C(C)(=O)OC(C)=O (acetic anhydride). Run in N1=CC=CC=C1 (pyridine). Reaction conditions: time 1 hour. The product is C(C)OC(C(C1=CC(=C(C=C1)Cl)[N+](=O)[O-])OC(C)=O)=O (ethyl(acetyloxy)(4-chloro-3-nitrophenyl)acetate). Reaction SMILES: [CH2:1]([O:3][C:4](=[O:17])[CH:5]([C:7]1[CH:12]=[CH:11][C:10]([Cl:13])=[C:9]([N+:14]([O-:16])=[O:15])[CH:8]=1)[OH:6])[CH3:2].[C:18](OC(=O)C)(=[O:20])[CH3:19]>N1C=CC=CC=1>[CH2:1]([O:3][C:4](=[O:17])[CH:5]([O:6][C:18](=[O:20])[CH3:19])[C:7]1[CH:12]=[CH:11][C:10]([Cl:13])=[C:9]([N+:14]([O-:16])=[O:15])[CH:8]=1)[CH3:2]. Procedure: To a solution (6 mL) of the compound (1.46 g) prepared in Example 22 in pyridine, acetic anhydride (2 mL) was added, and the mixture was stirred for 1 hour at room temperature. The title compound (135 mg) having the following physical data was obtained by concentrating the reaction mixture and azeotroping in toluene. Starting materials: Sc1ccc(Cl)cc1, [Li+], O=[N+]([O-])c1ccc(Cl)cn1, CN(C)C=O, [OH-], O. The product is O=[N+]([O-])c1ccc(Sc2ccc(Cl)cc2)cn1. Reaction SMILES: [Cl:11][c:12]1[cH:13][cH:14][c:15]([SH:18])[cH:16][cH:17]1.[Li+:19].[N+:1](=[O:2])([O-:3])[c:4]1[n:5][cH:6][c:7]([Cl:10])[cH:8][cH:9]1.[O:21]=[CH:22][N:23]([CH3:24])[CH3:25].[OH-:20].[OH2:26]>>[N+:1](=[O:2])([O-:3])[c:4]1[n:5][cH:6][c:7]([S:18][c:15]2[cH:14][cH:13][c:12]([Cl:11])[cH:17][cH:16]2)[cH:8][cH:9]1. Starting materials: CCCC[N+](CC)(CC)CC, CC#N, COC(=O)c1ccc2c(C3CCCCC3)c(-c3ccccc3O)[nH]c2c1, [Cl-], C=C(Cl)C(=O)OC, [K+], [K+], O=C([O-])[O-]. Yields the product COC(=O)c1ccc2c(C3CCCCC3)c3n(c2c1)CC(C(=O)OC)Oc1ccccc1-3. Reaction SMILES: [CH2:9]([N+:10]([CH2:11][CH3:12])([CH2:13][CH3:14])[CH2:15][CH2:16][CH2:17][CH3:18])[CH3:19].[CH3:52][C:53]#[N:54].[CH:26]1([c:32]2[c:33](-[c:45]3[c:46]([OH:51])[cH:47][cH:48][cH:49][cH:50]3)[nH:34][c:35]3[cH:36][c:37]([C:41](=[O:42])[O:43][CH3:44])[cH:38][cH:39][c:40]23)[CH2:27][CH2:28][CH2:29][CH2:30][CH2:31]1.[Cl-:8].[Cl:1][C:2]([C:3](=[O:4])[O:5][CH3:6])=[CH2:7].[K+:20].[K+:21].[O-:22][C:23]([O-:24])=[O:25]>>[CH:2]1([C:3](=[O:4])[O:5][CH3:6])[CH2:7][n:34]2[c:33]([c:32]([CH:26]3[CH2:27][CH2:28][CH2:29][CH2:30][CH2:31]3)[c:40]3[c:35]2[cH:36][c:37]([C:41](=[O:42])[O:43][CH3:44])[cH:38][cH:39]3)-[c:45]2[c:46]([cH:47][cH:48][cH:49][cH:50]2)[O:51]1.